Dataset: the Open Reaction Database (ORD), a public repository of structured organic reaction records. Task: describe an organic reaction: reactants, conditions, products, and yield The reactants are O=C([O-])[O-], ClCCCN1CCCCC1, COc1cc2c(Oc3ccc4[nH]c(C)cc4c3F)cnnc2cc1O, [K+], [K+], CN(C)C=O. The product is COc1cc2c(Oc3ccc4[nH]c(C)cc4c3F)cnnc2cc1OCCCN1CCCCC1. RXN SMILES: [C:36](=[O:37])([O-:38])[O-:39].[Cl:26][CH2:27][CH2:28][CH2:29][N:30]1[CH2:31][CH2:32][CH2:33][CH2:34][CH2:35]1.[F:1][c:2]1[c:3]2[cH:4][c:5]([CH3:25])[nH:6][c:7]2[cH:8][cH:9][c:10]1[O:11][c:12]1[cH:13][n:14][n:15][c:16]2[cH:17][c:18]([OH:24])[c:19]([O:22][CH3:23])[cH:20][c:21]12.[K+:40].[K+:41].[O:42]=[CH:43][N:44]([CH3:45])[CH3:46]>>[F:1][c:2]1[c:3]2[cH:4][c:5]([CH3:25])[nH:6][c:7]2[cH:8][cH:9][c:10]1[O:11][c:12]1[cH:13][n:14][n:15][c:16]2[cH:17][c:18]([O:24][CH2:27][CH2:28][CH2:29][N:30]3[CH2:31][CH2:32][CH2:33][CH2:34][CH2:35]3)[c:19]([O:22][CH3:23])[cH:20][c:21]12.